Dataset: the Open Reaction Database (ORD), a public repository of structured organic reaction records. Task: describe an organic reaction: reactants, conditions, products, and yield Reactants: CCO, CC(=O)O, NC1=Nc2ccc([N+](=O)[O-])cc2C(c2ccccc2)=NC1, NN, O. Yields the product NNC1=Nc2ccc([N+](=O)[O-])cc2C(c2ccccc2)=NC1. Reaction SMILES: [CH3:22][CH2:23][OH:24].[CH3:28][C:29](=[O:30])[OH:31].[NH2:1][C:2]1=[N:3][c:4]2[c:5]([cH:15][c:16]([N+:19](=[O:20])[O-:21])[cH:17][cH:18]2)[C:6]([c:9]2[cH:10][cH:11][cH:12][cH:13][cH:14]2)=[N:7][CH2:8]1.[NH2:26][NH2:27].[OH2:25]>>[NH:1]([C:2]1=[N:3][c:4]2[c:5]([cH:15][c:16]([N+:19](=[O:20])[O-:21])[cH:17][cH:18]2)[C:6]([c:9]2[cH:10][cH:11][cH:12][cH:13][cH:14]2)=[N:7][CH2:8]1)[NH2:26]. The reactants are COC(=O)Cc1cccc(OCc2coc(CCc3nc(-c4ccccc4)oc3C)n2)c1, CO, Cl, [Na+], C1CCOC1, [OH-], O. Yields the product Cc1oc(-c2ccccc2)nc1CCc1nc(COc2cccc(CC(=O)O)c2)co1. As a reaction SMILES: [CH3:1][c:2]1[c:3]([CH2:13][CH2:14][c:15]2[o:16][cH:17][c:18]([CH2:20][O:21][c:22]3[cH:23][c:24]([CH2:28][C:29](=[O:30])[O:31][CH3:32])[cH:25][cH:26][cH:27]3)[n:19]2)[n:4][c:5](-[c:7]2[cH:8][cH:9][cH:10][cH:11][cH:12]2)[o:6]1.[CH3:42][OH:43].[ClH:40].[Na+:39].[O:33]1[CH2:34][CH2:35][CH2:36][CH2:37]1.[OH-:38].[OH2:41]>>[CH3:1][c:2]1[c:3]([CH2:13][CH2:14][c:15]2[o:16][cH:17][c:18]([CH2:20][O:21][c:22]3[cH:23][c:24]([CH2:28][C:29](=[O:30])[OH:31])[cH:25][cH:26][cH:27]3)[n:19]2)[n:4][c:5](-[c:7]2[cH:8][cH:9][cH:10][cH:11][cH:12]2)[o:6]1. Starting materials: FC=1C(=C2CCN(N3C2=C(C1)C(C(=C3)C(=O)OC)=O)C)OS(=O)(=O)C3=CC=C(C=C3)C (Methyl 5-Fluoro-4-(4-methylphenylsulfonyloxy)-2,3-dihydro-1-methyl-7-oxo-1H, 7H-pyrido [3,2,1-ij]cinnoline-8-carboxylate), N1=CC=CC=C1 (pyridine), FC(S(=O)(=O)OS(=O)(=O)C(F)(F)F)(F)F (trifluoromethanesulfonic anhydride). Reported procedure: 2.8 g of the compound (169) obtained in Example 46 was added to 10 ml of pyridine, and while cooling on ice, 2.35 ml of trifluoromethanesulfonic anhydride was added to the solution through 20 minutes. The solution was stirred for 24 hours at room temperature. 200 ml of chloroform was added to the solution, and the solution was washed with aqueous 5% citric acid solution. The organic layer was separated and after drying over magnesium sulfate, the solvent was removed by distillation. To the resid... Run at time 24 hour. Run in C(Cl)(Cl)Cl (chloroform). The product is FC=1C(=C2CCN(N3C2=C(C1)C(C(=C3)C(=O)OC)=O)C)OS(=O)(=O)C(F)(F)F (Methyl 5-Fluoro-4-(trifluoromethanesulfonyloxy)-2,3-dihydro-1-methyl-7-oxo-1H,7H-pyrido[3,2,1-ij]cinnoline-8-carboxylate). RXN SMILES: [F:1][C:2]1[C:3](OS(C2C=CC(C)=CC=2)(=O)=O)=[C:4]2[C:9]3=[C:10]([C:12](=[O:19])[C:13]([C:15]([O:17][CH3:18])=[O:16])=[CH:14][N:8]3[N:7]([CH3:20])[CH2:6][CH2:5]2)[CH:11]=1.N1C=CC=CC=1.FC(F)(F)S([O:43][S:44]([C:47]([F:50])([F:49])[F:48])(=[O:46])=[O:45])(=O)=O>C(Cl)(Cl)Cl>[F:1][C:2]1[C:3]([O:43][S:44]([C:47]([F:48])([F:49])[F:50])(=[O:45])=[O:46])=[C:4]2[C:9]3=[C:10]([C:12](=[O:19])[C:13]([C:15]([O:17][CH3:18])=[O:16])=[CH:14][N:8]3[N:7]([CH3:20])[CH2:6][CH2:5]2)[CH:11]=1. Reactants: COc1cc2c(Oc3cc(C)c(C)nc3-c3cccnc3)ccnc2cc1OCc1ccccc1, CS(=O)(=O)O, O=C(O)C(F)(F)F. The product is COc1cc2c(Oc3cc(C)c(C)nc3-c3cccnc3)ccnc2cc1O. As a reaction SMILES: [CH2:1]([c:2]1[cH:3][cH:4][cH:5][cH:6][cH:7]1)[O:8][c:9]1[c:10]([O:34][CH3:35])[cH:11][c:12]2[c:13]([O:19][c:20]3[c:21](-[c:28]4[cH:29][n:30][cH:31][cH:32][cH:33]4)[n:22][c:23]([CH3:27])[c:24]([CH3:26])[cH:25]3)[cH:14][cH:15][n:16][c:17]2[cH:18]1.[CH3:36][S:37](=[O:38])(=[O:39])[OH:40].[OH:41][C:42]([C:43]([F:44])([F:45])[F:46])=[O:47]>>[OH:8][c:9]1[c:10]([O:34][CH3:35])[cH:11][c:12]2[c:13]([O:19][c:20]3[c:21](-[c:28]4[cH:29][n:30][cH:31][cH:32][cH:33]4)[n:22][c:23]([CH3:27])[c:24]([CH3:26])[cH:25]3)[cH:14][cH:15][n:16][c:17]2[cH:18]1.